Dataset: the Open Reaction Database (ORD), a public repository of structured organic reaction records. Task: describe an organic reaction: reactants, conditions, products, and yield Reactants: CC1OCC(c2cc(N)ccc2F)(C(F)F)N=C1NC(=O)OC(C)(C)C, N#Cc1ccc(C(=O)O)nc1, ClCCCl, CCN(C(C)C)C(C)C, CN(C)C=O. The product is CC1OCC(c2cc(NC(=O)c3ccc(C#N)cn3)ccc2F)(C(F)F)N=C1NC(=O)OC(C)(C)C. As a reaction SMILES: [C:1]([CH3:2])([CH3:3])([CH3:4])[O:5][C:6]([NH:7][C:8]1=[N:13][C:12]([CH:14]([F:15])[F:16])([c:17]2[c:18]([F:24])[cH:19][cH:20][c:21]([NH2:23])[cH:22]2)[CH2:11][O:10][CH:9]1[CH3:25])=[O:26].[C:27](#[N:28])[c:29]1[cH:30][cH:31][c:32]([C:35](=[O:36])[OH:37])[n:33][cH:34]1.[CH2:38]([Cl:39])[CH2:40][Cl:41].[CH:42]([N:43]([CH2:44][CH3:45])[CH:46]([CH3:47])[CH3:48])([CH3:49])[CH3:50].[O:51]=[CH:52][N:53]([CH3:54])[CH3:55]>>[C:1]([CH3:2])([CH3:3])([CH3:4])[O:5][C:6]([NH:7][C:8]1=[N:13][C:12]([CH:14]([F:15])[F:16])([c:17]2[c:18]([F:24])[cH:19][cH:20][c:21]([NH:23][C:35]([c:32]3[cH:31][cH:30][c:29]([C:27]#[N:28])[cH:34][n:33]3)=[O:36])[cH:22]2)[CH2:11][O:10][CH:9]1[CH3:25])=[O:26]. The reactants are C=C, CONC(=O)c1cc(Cl)ccc1Cl. Reagents/catalysts: c1ccc(cc1)-c2c3ccccc3cc4ccccc24 (9-Phenylanthracene), CC(=O)[O-].[Cs+]   (CsOAc), C1(C(C(C(C1C)C)C)C)C.C1(C(C(C(C1C)C)C)C)C.[Rh](Cl)Cl.[Rh](Cl)Cl ([Cp*RhCl2]2). Solvent: CC#N (MeCN). Run at temperature 25 celsius, time 18 hour. Yields the product Clc1ccc(Cl)c2C(=O)NCCc12. Reaction SMILES: CO[NH:1][C:2]([c:4]1[c:10]([Cl:11])[cH:9][cH:8][c:6]([Cl:7])[cH:5]1)=[O:3].[CH2:12]=[CH2:13]>>[Cl:7][c:6]1[c:5]([c:4]2[c:10]([Cl:11])[cH:9][cH:8]1)[CH2:13][CH2:12][NH:1][C:2]2=[O:3].